From a dataset of the Open Reaction Database (ORD), a public repository of structured organic reaction records. describe an organic reaction: reactants, conditions, products, and yield The reactants are Cl (hydrochloric acid), C(C)OC(=O)C=1C=C2CC(C(NC2=CC1)C1=CC(=CC=C1)NC(C(=O)N1CCOCC1)(C)C)(C)C (2-[3-(1,1-dimethyl-2-morpholin-4-yl-2-oxo-ethylamino)-phenyl]-3,3-dimethyl-1,2,3,4-tetrahydro-quinoline-6-carboxylic acid ethyl ester). The solvent is CO (methanol), O1CCCC1 (tetrahydrofuran), [OH-].[Na+] (sodium hydroxide), O (water). Reaction conditions: temperature 50 celsius, time 12 hour. Yields the product CC(C(=O)N1CCOCC1)(C)NC=1C=C(C=CC1)C1NC2=CC=C(C=C2CC1(C)C)C(=O)O (2-[3-(1,1-dimethyl-2-morpholin-4-yl-2-oxo-ethylamino)-phenyl]-3,3-dimethyl-1,2,3,4-tetrahydro-quinoline-6-carboxylic acid). Yield: 4.3%. RXN SMILES: C([O:3][C:4]([C:6]1[CH:7]=[C:8]2[C:13](=[CH:14][CH:15]=1)[NH:12][CH:11]([C:16]1[CH:21]=[CH:20][CH:19]=[C:18]([NH:22][C:23]([CH3:33])([CH3:32])[C:24]([N:26]3[CH2:31][CH2:30][O:29][CH2:28][CH2:27]3)=[O:25])[CH:17]=1)[C:10]([CH3:35])([CH3:34])[CH2:9]2)=[O:5])C.Cl>CO.O1CCCC1.[OH-].[Na+].O>[CH3:33][C:23]([NH:22][C:18]1[CH:17]=[C:16]([CH:11]2[C:10]([CH3:34])([CH3:35])[CH2:9][C:8]3[C:13](=[CH:14][CH:15]=[C:6]([C:4]([OH:5])=[O:3])[CH:7]=3)[NH:12]2)[CH:21]=[CH:20][CH:19]=1)([CH3:32])[C:24]([N:26]1[CH2:27][CH2:28][O:29][CH2:30][CH2:31]1)=[O:25] |f:4.5|. Procedure: A mixture of 2-[3-(1,1-dimethyl-2-morpholin-4-yl-2-oxo-ethylamino)-phenyl]-3,3-dimethyl-1,2,3,4-tetrahydro-quinoline-6-carboxylic acid ethyl ester (0.87 g, 1.8 mmol) in methanol (10 mL) and tetrahydrofuran (20 mL), 30% sodium hydroxide in water (10 mL) was stirred at 50° C. for 12 h. The mixture was neutralized with a 3 N aqueous hydrochloric acid solution and extracted with ethyl acetate (2×100 mL), washed with water, dried over anhydrous sodium sulfate and then concentrated in vacuo. Purificat... Reactants: CN(CCN(C=1SC2=C(N1)C=CC(=C2)[N+](=O)[O-])C)C (N,N,N′-Trimethyl-N′-(6-nitro-benzothiazol-2-yl)ethane-1,2-diamine), [H][H] (hydrogen). The reagents and catalysts are [Pd] (palladium on carbon). The solvent is CCO (EtOH), C1CCOC1 (THF). The product is CN(CCN(C=1SC2=C(N1)C=CC(=C2)N)C)C (N2-(2-Dimethylamino-ethyl)-N2-methyl-benzothiazole-2,6-diamine). The yield is 79.5%. As a reaction SMILES: [CH3:1][N:2]([CH3:19])[CH2:3][CH2:4][N:5]([CH3:18])[C:6]1[S:7][C:8]2[CH:14]=[C:13]([N+:15]([O-])=O)[CH:12]=[CH:11][C:9]=2[N:10]=1.[H][H]>[Pd].CCO.C1COCC1>[CH3:1][N:2]([CH3:19])[CH2:3][CH2:4][N:5]([CH3:18])[C:6]1[S:7][C:8]2[CH:14]=[C:13]([NH2:15])[CH:12]=[CH:11][C:9]=2[N:10]=1. Reported procedure: Combine N,N,N′-Trimethyl-N′-(6-nitro-benzothiazol-2-yl)ethane-1,2-diamine (5.79 g, 20.6 mmol) and 5% palladium on carbon (5.02 g) in EtOH (200 mL) and THF (25 mL). Shake on a Parr shaker at 60 psi of hydrogen at room temperature for 18 h. Filter the reaction mixture through filter paper, wash with EtOH (50 mL), and concentrate in vacuo to afford the crude title compound (4.1 g, 80%). The crude product was carried on as is. 1H NMR (400 MHz, DMSO-d6): δ 7.10 (d, 1H, J=8.4 Hz), 6.86 (d, 1H, J=1.8 H... The reactants are [Br-], C#CCOC1CCCCO1, CCOC(OCC)OCC, CC[Mg+], C1CCOC1, Cc1ccccc1. The product is CCOC(C#CCOC1CCCCO1)OCC. As a reaction SMILES: [Br-:1].[CH2:10]([C:11]#[CH:12])[O:13][CH:14]1[O:15][CH2:16][CH2:17][CH2:18][CH2:19]1.[CH2:20]([CH3:21])[O:22][CH:23]([O:24][CH2:25][CH3:26])[O:27][CH2:28][CH3:29].[CH2:2]([Mg+:3])[CH3:4].[CH2:5]1[O:6][CH2:7][CH2:8][CH2:9]1.[CH3:30][c:31]1[cH:32][cH:33][cH:34][cH:35][cH:36]1>>[CH2:10]([C:11]#[C:12][CH:23]([O:22][CH2:20][CH3:21])[O:24][CH2:25][CH3:26])[O:13][CH:14]1[O:15][CH2:16][CH2:17][CH2:18][CH2:19]1. Reactants: CCO, CCOC(=O)c1cc(F)c(O)nc1NC1CC1, [Na+], [OH-], O. Product: O=C(O)c1cc(F)c(O)nc1NC1CC1. As a reaction SMILES: [CH3:21][CH2:22][OH:23].[CH:4]1([NH:7][c:8]2[c:9]([C:10](=[O:11])[O:12][CH2:13][CH3:14])[cH:15][c:16]([F:20])[c:17]([OH:19])[n:18]2)[CH2:5][CH2:6]1.[Na+:2].[OH-:1].[OH2:3]>>[CH:4]1([NH:7][c:8]2[c:9]([C:10](=[O:11])[OH:12])[cH:15][c:16]([F:20])[c:17]([OH:19])[n:18]2)[CH2:5][CH2:6]1. Starting materials: c1ccc(Cn2c3ccc2cc2ccc(cc4ccc(cc5ccc(c3)n5)[nH]4)n2)cc1, O=C(O)c1ccc(-c2cc3cc4ccc(cc5ccc(cc6c(-c7ccc(C(=O)O)cc7)c(-c7ccc(C(=O)O)cc7)c(c(-c7ccc(C(=O)O)cc7)c2n3)n6Cc2ccccc2)n5)[nH]4)cc1, CC(=O)[O-], CC(=O)O, CO, CC1(C)CCCC(C)(C)N1, [Cl-]. Product: c1cc2cc3ccc(cc4ccc(cc5ccc(cc1n2)[nH]5)n4)[nH]3. As a reaction SMILES: [CH2:1]([c:2]1[cH:3][cH:4][cH:5][cH:6][cH:7]1)[n:8]1[c:9]2[cH:10][cH:11][c:12]1[cH:13][c:14]1[cH:15][cH:16][c:17]([cH:18][c:19]3[cH:20][cH:21][c:22]([cH:23][c:24]4[cH:25][cH:26][c:27]([cH:28]2)[n:29]4)[nH:30]3)[n:31]1.[CH2:43]([n:44]1[c:45]2[cH:46][c:47]3[n:48][c:49]([cH:50][c:51]4[nH:52][c:53]([cH:54][c:55]5[cH:56][c:57](-[c:58]6[cH:59][cH:60][c:61]([C:62]([OH:63])=[O:64])[cH:65][cH:66]6)[c:67]([n:68]5)[c:69](-[c:70]5[cH:71][cH:72][c:73]([C:74]([OH:75])=[O:76])[cH:77][cH:78]5)[c:79]1[c:80](-[c:81]1[cH:82][cH:83][c:84]([C:85]([OH:86])=[O:87])[cH:88][cH:89]1)[c:90]2-[c:91]1[cH:92][cH:93][c:94]([C:95]([OH:96])=[O:97])[cH:98][cH:99]1)[cH:100][cH:101]4)[cH:102][cH:103]3)[c:104]1[cH:105][cH:106][cH:107][cH:108][cH:109]1.[CH3:110][C:111](=[O:112])[O-:113].[CH3:114][C:115](=[O:116])[OH:117].[CH3:118][OH:119].[CH3:33][C:34]1([CH3:35])[CH2:36][CH2:37][CH2:38][C:39]([CH3:40])([CH3:41])[NH:42]1.[Cl-:32]>>[nH:8]1[c:9]2[cH:10][cH:11][c:12]1[cH:13][c:14]1[cH:15][cH:16][c:17]([cH:18][c:19]3[cH:20][cH:21][c:22]([cH:23][c:24]4[cH:25][cH:26][c:27]([cH:28]2)[n:29]4)[nH:30]3)[n:31]1. The reactants are CC(C)(C)NN, CC(C)(C)NNC(=O)C(C)(C)C, O=C(Cl)c1ccccc1, O. Product: CC(C)(C)NNC(=O)c1ccccc1. RXN SMILES: [C:10]([CH3:11])([CH3:12])([CH3:13])[NH:14][NH2:15].[C:16]([NH:17][NH:18][C:19]([CH3:20])([CH3:21])[CH3:22])(=[O:23])[C:24]([CH3:25])([CH3:26])[CH3:27].[C:1]([c:2]1[cH:3][cH:4][cH:5][cH:6][cH:7]1)(=[O:8])[Cl:9].[OH2:28]>>[C:1]([c:2]1[cH:3][cH:4][cH:5][cH:6][cH:7]1)(=[O:8])[NH:15][NH:14][C:10]([CH3:11])([CH3:12])[CH3:13].